This data is from the Open Reaction Database (ORD), a public repository of structured organic reaction records. The task is: describe an organic reaction: reactants, conditions, products, and yield Starting materials: Cc1ccccc1C1C(=O)NN(C(C)(C)C)C1N, O=C([O-])[O-], CCO, CCC(C)I, [K+], [K+]. Yields the product CCC(C)N1C(=O)C(c2ccccc2C)C(N)N1C(C)(C)C. RXN SMILES: [C:1]([CH3:2])([CH3:3])([CH3:4])[N:5]1[NH:6][C:7](=[O:18])[CH:8]([c:11]2[c:12]([CH3:17])[cH:13][cH:14][cH:15][cH:16]2)[CH:9]1[NH2:10].[C:24](=[O:25])([O-:26])[O-:27].[CH3:30][CH2:31][OH:32].[I:19][CH:20]([CH3:21])[CH2:22][CH3:23].[K+:28].[K+:29]>>[C:1]([CH3:2])([CH3:3])([CH3:4])[N:5]1[N:6]([CH:20]([CH3:21])[CH2:22][CH3:23])[C:7](=[O:18])[CH:8]([c:11]2[c:12]([CH3:17])[cH:13][cH:14][cH:15][cH:16]2)[CH:9]1[NH2:10]. Reactants: example 100 ( a ), C(CCC)[Sn](CCCC)=O (dibutyltin oxide), ClC1=C(C=2C=CC(=NC2C=C1)C)C(=O)O (6-Chloro-2-methyl-5-quinolinecarboxylic Acid), ClC=1C(=C2C=CC(=NC2=CC1)N1C[C@@H](CC1)C#N)NC(CC1CCCCC1)=O (N-[6-chloro-2-[(3R)-3-cyano-1-pyrrolidinyl]-5-quinolinyl]-cyclohexaneacetamide), N(=[N+]=[N-])[Si](C)(C)C (azidotrimethylsilane). Product: N (ammonia), ClC=1C(=C2C=CC(=NC2=CC1)N1C[C@@H](CC1)C1=NN=NN1)NC(CC1CCCCC1)=O (N-[6-Chloro-2-[(3R)-3-(1H-tetrazol-5-yl)-1-pyrrolidinyl]-5-quinolinyl]-cyclohexaneacetamide). RXN SMILES: ClC1C=CC2[N:8]=C(C)C=CC=2C=1C(O)=O.[Cl:16][C:17]1[C:18]([NH:34][C:35](=[O:43])[CH2:36][CH:37]2[CH2:42][CH2:41][CH2:40][CH2:39][CH2:38]2)=[C:19]2[C:24](=[CH:25][CH:26]=1)[N:23]=[C:22]([N:27]1[CH2:31][CH2:30][C@@H:29]([C:32]#[N:33])[CH2:28]1)[CH:21]=[CH:20]2.C([Sn](=O)CCCC)CCC.[N:54]([Si](C)(C)C)=[N+:55]=[N-:56]>>[NH3:8].[Cl:16][C:17]1[C:18]([NH:34][C:35](=[O:43])[CH2:36][CH:37]2[CH2:42][CH2:41][CH2:40][CH2:39][CH2:38]2)=[C:19]2[C:24](=[CH:25][CH:26]=1)[N:23]=[C:22]([N:27]1[CH2:31][CH2:30][C@@H:29]([C:32]3[NH:56][N:55]=[N:54][N:33]=3)[CH2:28]1)[CH:21]=[CH:20]2. Procedure: Prepared according to the method of example 98 (b), using N-[6-chloro-2-[(3R)-3-cyano-1-pyrrolidinyl]-5-quinolinyl]-cyclohexaneacetamide (example 100 (a)) (66 mg), dibutyltin oxide (9 mg) and azidotrimethylsilane (0.06 mL). The residue was purified by ion exchange column (Varian NH2 cartridge, methanol then 3% acetic acid in methanol as eluant). Further purification by ion exchange column (Varian SCX cartridge, methanol then 7N ammonia in methanol as eluant) gave the title compound as a solid (1... The reactants are Cl (hydrochloric acid), C(C)OC(=O)C1C2=CC=CC=C2C=2C=CC=CC12 (fluorene-9-carboxylic acid ethyl ester), C([O-])([O-])=O.[K+].[K+] (potassium carbonate), BrCS(=O)(=O)N (bromomethanesulfonamide), ICS(=O)(=O)N (iodomethanesulfonamide). Solvent: O (Water), CN(C=O)C (dimethylformamide). Run at time 18 hour. Product: C(C)OC(=O)C1(C2=CC=CC=C2C=2C=CC=C(C12)S(=O)(=O)N)C (9-Methyl(aminosulfonyl)fluorene-9-carboxylic acid ethyl ester). The yield is 31.0%. RXN SMILES: [CH2:1]([O:3][C:4]([CH:6]1[C:18]2[CH:17]=[CH:16][CH:15]=[CH:14][C:13]=2[C:12]2[C:7]1=[CH:8][CH:9]=[CH:10][CH:11]=2)=[O:5])[CH3:2].C(=O)([O-])[O-].[K+].[K+].BrC[S:27]([NH2:30])(=[O:29])=[O:28].I[CH2:32]S(N)(=O)=O.Cl>CN(C)C=O.O>[CH2:1]([O:3][C:4]([C:6]1([CH3:32])[C:7]2[C:8]([S:27]([NH2:30])(=[O:29])=[O:28])=[CH:9][CH:10]=[CH:11][C:12]=2[C:13]2[C:18]1=[CH:17][CH:16]=[CH:15][CH:14]=2)=[O:5])[CH3:2] |f:1.2.3|. Procedure details: A mixture of fluorene-9-carboxylic acid ethyl ester (1) (11 g, 46.2 mmoL), potassium carbonate (6.4 g, 46.2 mmoL, 1 eq) and a mixture of bromomethanesulfonamide and iodomethanesulfonamide [prepared from bromomethanesulfonyl chloride see, Trice et al., J. Org. Chem., 32, 990(1967) by reaction with ammonia gas in cold ether followed by reaction with excess sodium iodide in refluxing acetonitrile] (9.1 g, 1 eq) in dry dimethylformamide (100 mL, from sieves) was stirred under nitrogen for 18 h. Wate... Reactants: Cl (hydrochloric acid), CC1=C(C(=CC=C1)C)OCC1=NOC(=C1COC1=CC=C(C=C1)C1=CC=C2C=C(N=CC2=C1)C(=O)OC)C(C)C (methyl 7-[4-({[3-{[(2,6-dimethylphenyl)oxy]methyl}-5-(1-methylethyl)-4-isoxazolyl]methyl}oxy)phenyl]-3-isoquinolinecarboxylate), O1CCCC1 (tetrahydrofuran), [OH-].[Na+] (sodium hydroxide). Run in CO (methanol). Conditions: temperature 100 celsius. Product: CC1=C(C(=CC=C1)C)OCC1=NOC(=C1COC1=CC=C(C=C1)C1=CC=C2C=C(N=CC2=C1)C(=O)O)C(C)C (7-[4-({[3-{[(2,6-dimethylphenyl)oxy]methyl}-5-(1-methylethyl)-4-isoxazolyl]methyl}oxy)phenyl]-3-isoquinolinecarboxylic acid). Isolated yield 74.7%. RXN SMILES: [CH3:1][C:2]1[CH:7]=[CH:6][CH:5]=[C:4]([CH3:8])[C:3]=1[O:9][CH2:10][C:11]1[C:15]([CH2:16][O:17][C:18]2[CH:23]=[CH:22][C:21]([C:24]3[CH:33]=[C:32]4[C:27]([CH:28]=[C:29]([C:34]([O:36]C)=[O:35])[N:30]=[CH:31]4)=[CH:26][CH:25]=3)=[CH:20][CH:19]=2)=[C:14]([CH:38]([CH3:40])[CH3:39])[O:13][N:12]=1.O1CCCC1.[OH-].[Na+].Cl>CO>[CH3:1][C:2]1[CH:7]=[CH:6][CH:5]=[C:4]([CH3:8])[C:3]=1[O:9][CH2:10][C:11]1[C:15]([CH2:16][O:17][C:18]2[CH:19]=[CH:20][C:21]([C:24]3[CH:33]=[C:32]4[C:27]([CH:28]=[C:29]([C:34]([OH:36])=[O:35])[N:30]=[CH:31]4)=[CH:26][CH:25]=3)=[CH:22][CH:23]=2)=[C:14]([CH:38]([CH3:40])[CH3:39])[O:13][N:12]=1 |f:2.3|. Procedure details: To a solution of methyl 7-[4-({[3-{[(2,6-dimethylphenyl)oxy]methyl}-5-(1-methylethyl)-4-isoxazolyl]methyl}oxy)phenyl]-3-isoquinolinecarboxylate (44 mg, 0.082 mmol) in 2:1 tetrahydrofuran:methanol (3 mL) was added 0.123 mL of 1 N sodium hydroxide. The solution was heated in a microwave reactor at 100° C. for 500 seconds. Then 1N hydrochloric acid (0.123 mL, 0.123 mmol) was added and the solution was concentrated. The residue was taken up with ethyl acetate and water. The aqueous layer was extract...